This data is from the Open Reaction Database (ORD), a public repository of structured organic reaction records. The task is: describe an organic reaction: reactants, conditions, products, and yield RXN SMILES: [CH:1]12[CH2:12][CH:7]([CH:8](CO)[CH2:9]1)[CH:6]1[CH:2]2[CH2:3][CH:4](CO)[CH2:5]1>C(O)CO>[CH3:8][CH2:9][CH2:1][CH2:2][CH2:3][CH2:4][CH2:5][CH2:6][CH2:7][CH3:12]. Reactants: C12C3CC(CC3C(C(C1)CO)C2)CO (tricyclo[5,2,1,02,6 ]decane-4,8-dimethanol). Reported procedure: The same procedure as in Example 2 was repeated except that 6.2 parts of ethylene glycol was replaced with 19.6 parts of tricyclo[5,2,1,02,6 ]decane-4,8-dimethanol, thereby obtaining 54.8 parts of 4,8-bis[N-(4-isopropenyl-α,α-dimethylbenzyl)carbamoylmethyl]tricyclo[5,2,1,02,6 decane in the form of a colorless transparent liquid. Run in C(CO)O (ethylene glycol). Product: 54.8, CCCCCCCCCC (decane). Reactants: NC=1SC2=C(N1)C=C(C=C2)C2C(NC(N2)=O)=O (5-(2-aminobenzothiazol-5-yl)-2,4-imidazolidinedione), LiOH-, O (water). The product is NC(C(=O)O)C=1C=CC2=C(N=C(S2)N)C1 (α-Amino-α-(2-aminobenzothiazol-5-yl)acetic acid). RXN SMILES: [NH2:1][C:2]1[S:3][C:4]2[CH:10]=[CH:9][C:8]([CH:11]3[NH:15]C(=O)N[C:12]3=[O:17])=[CH:7][C:5]=2[N:6]=1.[OH2:18]>>[NH2:15][CH:11]([C:8]1[CH:9]=[CH:10][C:4]2[S:3][C:2]([NH2:1])=[N:6][C:5]=2[CH:7]=1)[C:12]([OH:17])=[O:18]. Procedure details: 23.6 g (0.095 mol) of 5-(2-aminobenzothiazol-5-yl)-2,4-imidazolidinedione are cleaved with 22.7 g (0.95 mol) of LiOH--dissolved in 1,000 m of water--in analogy to Example 1d. Starting materials: C(C)OC(CC1=CC(=CC=C1)NC(=O)C=1OC(=CC1)C1=CC=C(C=C1)N(C)C)=O ((3-[(5-(4-Dimethylamino-phenyl)-furan-2-carbonyl)-amino]-phenyl)-acetic acid ethyl ester), [OH-].[Na+] (sodium hydroxide). Run in IMS, O (water). Run at time 1 hour. Product: CN(C1=CC=C(C=C1)C1=CC=C(O1)C(=O)NC=1C=C(C=CC1)CC(=O)O)C ((3-[(5-(4-Dimethylamino-phenyl)-furan-2-carbonyl)-amino]-phenyl)-acetic acid). Yield: 84.9%. RXN SMILES: C([O:3][C:4](=[O:29])[CH2:5][C:6]1[CH:11]=[CH:10][CH:9]=[C:8]([NH:12][C:13]([C:15]2[O:16][C:17]([C:20]3[CH:25]=[CH:24][C:23]([N:26]([CH3:28])[CH3:27])=[CH:22][CH:21]=3)=[CH:18][CH:19]=2)=[O:14])[CH:7]=1)C.[OH-].[Na+]>O>[CH3:28][N:26]([CH3:27])[C:23]1[CH:22]=[CH:21][C:20]([C:17]2[O:16][C:15]([C:13]([NH:12][C:8]3[CH:7]=[C:6]([CH2:5][C:4]([OH:29])=[O:3])[CH:11]=[CH:10][CH:9]=3)=[O:14])=[CH:19][CH:18]=2)=[CH:25][CH:24]=1 |f:1.2|. Procedure details: To a solution of (3-[(5-(4-dimethylamino-phenyl)-furan-2-carbonyl)-amino]-phenyl)-acetic acid ethyl ester (13) (0.33 g) in IMS (80 ml) was added a solution of sodium hydroxide (0.65 g) in water (21 ml). The resulting solution was stirred at room temperature for 1 hour then concentrated in vacuo below 40° C. to circa 15 ml volume. Water (50 ml) then acetic acid (1.5 ml) were added and the resulting precipitate filtered, washed with water and triturated with dichloromethane/pentane to yield the ti... Starting materials: C(C1=CC=CC=C1)(=O)Cl (Benzoyl chloride), N1=CC=CC=C1 (pyridine), C(C1=CC=CC=C1)=O (Benzaldehyde). Reaction conditions: time 4 day. Yields the product [Cl-].C(C1=CC=CC=C1)(=O)OC(C1=CC=CC=C1)[N+]1=CC=CC=C1 (α-benzoyloxybenzylpyridinium chloride). RXN SMILES: [C:1]([Cl:9])(=[O:8])[C:2]1[CH:7]=[CH:6][CH:5]=[CH:4][CH:3]=1.[N:10]1[CH:15]=[CH:14][CH:13]=[CH:12][CH:11]=1.[CH:16](=[O:23])[C:17]1[CH:22]=[CH:21][CH:20]=[CH:19][CH:18]=1>>[Cl-:9].[C:16]([O:8][CH:1]([N+:10]1[CH:15]=[CH:14][CH:13]=[CH:12][CH:11]=1)[C:2]1[CH:7]=[CH:6][CH:5]=[CH:4][CH:3]=1)(=[O:23])[C:17]1[CH:22]=[CH:21][CH:20]=[CH:19][CH:18]=1 |f:3.4|. Procedure: Benzoyl chloride 3.0 g (0.021 mol) and 1.69 g (0.021 mol) pyridine were mixed together under nitrogen and allowed to react at room temperature overnite. Benzaldehyde 2.23 g (0.021 mol) was added and the mixture was allowed to stand at ambient temperature for 4 days. Recrystallization from ethanol:ether gave 4.27 g (0.013 mol), 62%, α-benzoyloxybenzylpyridinium chloride, mp 174.5°-176.5°. The product is Cn1ncc2c(c1=O)SCCNC2C(=O)c1ccc([N+](=O)[O-])cc1. RXN SMILES: [CH3:1][n:2]1[n:3][cH:4][c:5]2[c:6]([c:12]1=[O:13])[S:7][CH2:8][CH2:9][NH:10][CH2:11]2.[N+:20](=[O:21])([O-:22])[c:23]1[cH:24][cH:25][c:26]([C:27](=[O:28])[Cl:29])[cH:30][cH:31]1.[OH2:32].[cH:14]1[cH:15][cH:16][n:17][cH:18][cH:19]1>>[CH3:1][n:2]1[n:3][cH:4][c:5]2[c:6]([c:12]1=[O:13])[S:7][CH2:8][CH2:9][NH:10][CH:11]2[C:27]([c:26]1[cH:25][cH:24][c:23]([N+:20](=[O:21])[O-:22])[cH:31][cH:30]1)=[O:28]. Reactants: Cn1ncc2c(c1=O)SCCNC2, O=C(Cl)c1ccc([N+](=O)[O-])cc1, O, c1ccncc1. Procedure details: 12.6 g (0.062 mol) of 2,2,2-trifluoro-1-(2,6-dimethylphenyl)-ethanone are dissolved in 30 ml of ethanol at 80° C. To the solution are added dropwise 4.6 g (0.066 mol) of hydroxylammonium chloride and 8.7 g (0.106 mol) of sodium acetate dissolved in 15 ml of water. The reaction mixture is refluxed overnight, affording white precipitation. The mixture is poured into ice water, and extracted with ethyl acetate. The organic phase is washed with water, NH4Cl aq, and brine, dried over MgSO4, and conce... Yields the product FC(C(=NO)C1=C(C=C(C=C1)C)C)(F)F (2,2,2-trifluoro-1-(2,4-dimethylphenyl)-ethanone oxime). Yield: 88.4%. Starting materials: [Cl-].O[NH3+] (hydroxylammonium chloride), C(C)(=O)[O-].[Na+] (sodium acetate), FC(C(=O)C1=C(C=CC=C1C)C)(F)F (2,2,2-trifluoro-1-(2,6-dimethylphenyl)-ethanone). Solvent: O (water), C(C)O (ethanol). As a reaction SMILES: [F:1][C:2]([F:14])([F:13])[C:3]([C:5]1[C:10]([CH3:11])=[CH:9][CH:8]=[CH:7][C:6]=1C)=O.[Cl-].[OH:16][NH3+:17].[C:18]([O-])(=O)C.[Na+]>C(O)C.O>[F:14][C:2]([F:1])([F:13])[C:3]([C:5]1[CH:6]=[CH:7][C:8]([CH3:18])=[CH:9][C:10]=1[CH3:11])=[N:17][OH:16] |f:1.2,3.4|. Starting materials: BrC=1C=CC2=C(N(C=N2)C2CN(CC2)C(=O)OC(C)(C)C)C1 (tert-butyl 3-(6-bromo-1H-benzo[d]imidazol-1-yl)pyrrolidine-1-carboxylate), C(=O)(C(F)(F)F)O (TFA). Solvent: C(Cl)Cl (DCM). Run at time 2 hour. Yields the product BrC=1C=CC2=C(N(C=N2)C2CNCC2)C1 (6-bromo-1-(pyrrolidin-3-yl)-1H-benzo[d]imidazole). As a reaction SMILES: [Br:1][C:2]1[CH:3]=[CH:4][C:5]2[N:9]=[CH:8][N:7]([CH:10]3[CH2:14][CH2:13][N:12](C(OC(C)(C)C)=O)[CH2:11]3)[C:6]=2[CH:22]=1.C(O)(C(F)(F)F)=O>C(Cl)Cl>[Br:1][C:2]1[CH:3]=[CH:4][C:5]2[N:9]=[CH:8][N:7]([CH:10]3[CH2:14][CH2:13][NH:12][CH2:11]3)[C:6]=2[CH:22]=1. Procedure details: To a solution of tert-butyl 3-(6-bromo-1H-benzo[d]imidazol-1-yl)pyrrolidine-1-carboxylate (crude) in DCM (9 mL) was added TFA (3 mL). After stirring for 2 h, the solution was concentrated to give the desired crude product which was used directly in the next step. The reactants are COC(=O)CBr, ClCCl, NCc1ccccc1. Product: COC(=O)CNCc1ccccc1. Reaction SMILES: [Br:1][CH2:2][C:3](=[O:4])[O:5][CH3:6].[Cl:15][CH2:16][Cl:17].[NH2:7][CH2:8][c:9]1[cH:10][cH:11][cH:12][cH:13][cH:14]1>>[CH2:2]([C:3](=[O:4])[O:5][CH3:6])[NH:7][CH2:8][c:9]1[cH:10][cH:11][cH:12][cH:13][cH:14]1. Product: CC(C)(C)OC(=O)N1CCCC1(Cc1ccc(Br)cc1)C(=O)O. RXN SMILES: [CH2:1]([CH3:2])[O:3][C:4]([C:5]1([CH2:17][c:18]2[cH:19][cH:20][c:21]([Br:24])[cH:22][cH:23]2)[N:6]([C:10](=[O:11])[O:12][C:13]([CH3:14])([CH3:15])[CH3:16])[CH2:7][CH2:8][CH2:9]1)=[O:25].[CH2:28]1[O:29][CH2:30][CH2:31][CH2:32]1.[CH3:33][OH:34].[Li+:27].[OH-:26].[OH2:35]>>[O:3]=[C:4]([C:5]1([CH2:17][c:18]2[cH:19][cH:20][c:21]([Br:24])[cH:22][cH:23]2)[N:6]([C:10](=[O:11])[O:12][C:13]([CH3:14])([CH3:15])[CH3:16])[CH2:7][CH2:8][CH2:9]1)[OH:25]. Starting materials: CCOC(=O)C1(Cc2ccc(Br)cc2)CCCN1C(=O)OC(C)(C)C, C1CCOC1, CO, [Li+], [OH-], O.